This data is from the Open Reaction Database (ORD), a public repository of structured organic reaction records. The task is: describe an organic reaction: reactants, conditions, products, and yield Reactants: CCCC[N+](CCCC)(CCCC)CCCC.[F-] (TBAF), C(C)(C)(C)[Si](OCCOCCON(C(=O)OC(C)(C)C)C)(C1=CC=CC=C1)C1=CC=CC=C1 (O-{2-[2-(tert-Butyl-diphenyl-silanyloxy)-ethoxy]-ethyl}-N-methyl-N-BOC-hydroxylamine). Run in C1CCOC1 (THF). The product is CN(OCCOCCO)C(=O)OC(C)(C)C (2-[2-(N-Methyl-N-BOC-aminooxy)-ethoxy]-ethanol). As a reaction SMILES: CCCC[N+](CCCC)(CCCC)CCCC.[F-].C([Si](C1C=CC=CC=1)(C1C=CC=CC=1)[O:24][CH2:25][CH2:26][O:27][CH2:28][CH2:29][O:30][N:31]([CH3:39])[C:32]([O:34][C:35]([CH3:38])([CH3:37])[CH3:36])=[O:33])(C)(C)C>C1COCC1>[CH3:39][N:31]([C:32]([O:34][C:35]([CH3:38])([CH3:37])[CH3:36])=[O:33])[O:30][CH2:29][CH2:28][O:27][CH2:26][CH2:25][OH:24] |f:0.1|. Procedure details: TBAF (6.78 mL, 6.78 mmol) was added to O-{2-[2-(tert-Butyl-diphenyl-silanyloxy)-ethoxy]-ethyl}-N-methyl-N-BOC-hydroxylamine (d) (3 g, 6.33 mmol) dissolved in dry THF (15 mL). The reaction was stirred over night. The THF was evaporated off and the residue was dissolved in DCM and washed with NH4Cl (saturated) (40 mL), water and brine. The organic phase was dried (MgSO4) and evaporated off. The residue was purified using flash chromatography on a Companion Combiflash 40 g column (Gradient MeOH 0-5... Starting materials: CC12CCC(C#N)=CC1=CCC1C2CCC2(C)C(C(=O)Sc3ccccn3)CCC12, CC(C)(N)c1ccc(F)cc1. Product: CC(C)(NC(=O)C1CCC2C3CC=C4C=C(C#N)CCC4(C)C3CCC12C)c1ccc(F)cc1. As a reaction SMILES: [C:1](#[N:2])[C:3]1=[CH:4][C:5]2=[CH:6][CH2:7][CH:8]3[CH:9]4[CH2:10][CH2:11][CH:12]([C:22]([S:23][c:24]5[cH:25][cH:26][cH:27][cH:28][n:29]5)=[O:30])[C:13]4([CH3:14])[CH2:15][CH2:16][CH:17]3[C:18]2([CH3:21])[CH2:19][CH2:20]1.[F:31][c:32]1[cH:33][cH:34][c:35]([C:38]([CH3:39])([CH3:40])[NH2:41])[cH:36][cH:37]1>>[C:1](#[N:2])[C:3]1=[CH:4][C:5]2=[CH:6][CH2:7][CH:8]3[CH:9]4[CH2:10][CH2:11][CH:12]([C:22](=[O:30])[NH:41][C:38]([c:35]5[cH:34][cH:33][c:32]([F:31])[cH:37][cH:36]5)([CH3:39])[CH3:40])[C:13]4([CH3:14])[CH2:15][CH2:16][CH:17]3[C:18]2([CH3:21])[CH2:19][CH2:20]1. Starting materials: ClC(C)C1=NC=2C(=NC=CC2)N1 (2-(1-chloroethyl)-3H-imidazo[4,5-b]pyridine), ClC(C)C1=NC=2C(=NC=CC2)N1 (2-(1-chloroethyl)-3H-imidazo[4,5-b]pyridine), C1(=CC=CC=C1)P(C1=CC=CC=C1)C1=CC=CC=C1 (triphenylphosphine). Solvent: CN(C=O)C (N,N-dimethylformamide), C(C)#N (acetonitrile). Conditions: temperature 150 celsius. Product: [Cl-].N1=C(NC2=NC=CC=C21)C(C)[P+](C2=CC=CC=C2)(C2=CC=CC=C2)C2=CC=CC=C2 ({1-(3H-Imidazo[4,5-b]pyridin-2-yl)-ethyl}-triphenyl-phosphonium chloride). Isolated yield 19.7%. Reaction SMILES: [Cl:1][CH:2]([C:4]1[NH:12][C:7]2=[N:8][CH:9]=[CH:10][CH:11]=[C:6]2[N:5]=1)[CH3:3].[C:13]1([P:19]([C:26]2[CH:31]=[CH:30][CH:29]=[CH:28][CH:27]=2)[C:20]2[CH:25]=[CH:24][CH:23]=[CH:22][CH:21]=2)[CH:18]=[CH:17][CH:16]=[CH:15][CH:14]=1>CN(C)C=O.C(#N)C>[Cl-:1].[N:5]1[C:6]2[C:7](=[N:8][CH:9]=[CH:10][CH:11]=2)[NH:12][C:4]=1[CH:2]([P+:19]([C:20]1[CH:21]=[CH:22][CH:23]=[CH:24][CH:25]=1)([C:26]1[CH:31]=[CH:30][CH:29]=[CH:28][CH:27]=1)[C:13]1[CH:14]=[CH:15][CH:16]=[CH:17][CH:18]=1)[CH3:3] |f:4.5|. Reported procedure: 8.66 g of 2-(1-chloroethyl)-3H-imidazo[4,5-b]pyridine (compound B2) are suspended in 40 ml of N,N-dimethylformamide and 120 ml of acetonitrile. 12.6 g of triphenylphosphine are added and the mixture is heated to 150° C. for 17 h. The mixture is concentrated to dryness and the crude product purified by chromatography on silica gel (eluent: dichloromethane/methanol 20:1) to afford 4.16 g of the title compound as an oil. MS: 408.0 (M+). TLC: Rf=0.22-0.47 (dichloromethane/methanol 10:1). Reactants: [Al+3], CCOC(N)=O, [H-], [H-], [H-], [H-], [Li+], [Na+], [Na+], [Na+], O=S(=O)([O-])[O-], C1CCOC1, [OH-], O, O=S(=O)(O)O, NCCc1[nH]c2ccccc2c1-c1ccccc1. Product: CNCCc1[nH]c2ccccc2c1-c1ccccc1. As a reaction SMILES: [Al+3:8].[CH2:13]([O:14][C:15](=[O:16])[NH2:17])[CH3:18].[H-:10].[H-:11].[H-:12].[H-:7].[Li+:9].[Na+:37].[Na+:38].[Na+:45].[O-:39][S:40](=[O:41])(=[O:42])[O-:43].[O:46]1[CH2:47][CH2:48][CH2:49][CH2:50]1.[OH-:44].[OH2:1].[S:2](=[O:3])(=[O:4])([OH:5])[OH:6].[c:19]1(-[c:25]2[c:26]([CH2:34][CH2:35][NH2:36])[nH:27][c:28]3[cH:29][cH:30][cH:31][cH:32][c:33]23)[cH:20][cH:21][cH:22][cH:23][cH:24]1>>[CH3:13][NH:36][CH2:35][CH2:34][c:26]1[c:25](-[c:19]2[cH:20][cH:21][cH:22][cH:23][cH:24]2)[c:33]2[c:28]([nH:27]1)[cH:29][cH:30][cH:31][cH:32]2.